Dataset: the Open Reaction Database (ORD), a public repository of structured organic reaction records. Task: describe an organic reaction: reactants, conditions, products, and yield Reactants: C1=CC=C(C(=C1)N)Cl (O-chloroaniline), [O-]C#N.[K+] (potassium cyanate). The solvent is O (water), O (water), C(C)(=O)O (acetic acid). Run at temperature 15 celsius. Yields the product ClC1=C(C=CC=C1)NC(=O)N (o-chlorophenylurea). The yield is 70.4%. RXN SMILES: [CH:1]1[CH:6]=[C:5]([NH2:7])[C:4]([Cl:8])=[CH:3][CH:2]=1.[O-:9][C:10]#[N:11].[K+]>O.C(O)(=O)C>[Cl:8][C:4]1[CH:3]=[CH:2][CH:1]=[CH:6][C:5]=1[NH:7][C:10]([NH2:11])=[O:9] |f:1.2|. Reported procedure: O-chloroaniline (50 g) was added in water (400 g) and acetic acid (200 g), followed by cooling to 15° C. Then, a solution of potassium cyanate (63.6 g) and water (300 g) was added dropwise at not more than 15° C. over 40 minutes. The mixture was heated to 30° C., filtered and then washed with cold water to obtain a white crystal. This crystal was recrystallized from a solution of ethanol (350 g) and water (100 g) to obtain 47.1 g of o-chlorophenylurea as a white needle crystal.